From a dataset of the Open Reaction Database (ORD), a public repository of structured organic reaction records. describe an organic reaction: reactants, conditions, products, and yield Starting materials: O=C([O-])[O-], CN1CCCC1=O, [K+], [K+], O=[N+]([O-])c1ccc(F)c([N+](=O)[O-])c1, Nc1cccc(-c2nccs2)c1. The product is O=[N+]([O-])c1ccc(Nc2cccc(-c3nccs3)c2)c([N+](=O)[O-])c1. As a reaction SMILES: [C:26](=[O:27])([O-:28])[O-:29].[CH3:32][N:33]1[CH2:34][CH2:35][CH2:36][C:37]1=[O:38].[K+:30].[K+:31].[N+:1](=[O:2])([O-:3])[c:4]1[c:5]([F:13])[cH:6][cH:7][c:8]([N+:10](=[O:11])[O-:12])[cH:9]1.[s:14]1[c:15](-[c:19]2[cH:20][c:21]([NH2:22])[cH:23][cH:24][cH:25]2)[n:16][cH:17][cH:18]1>>[N+:1](=[O:2])([O-:3])[c:4]1[c:5]([NH:22][c:21]2[cH:20][c:19](-[c:15]3[s:14][cH:18][cH:17][n:16]3)[cH:25][cH:24][cH:23]2)[cH:6][cH:7][c:8]([N+:10](=[O:11])[O-:12])[cH:9]1. Reactants: COC1=CC=C(C=C1)C1=CC=C(C=C1)NC(\C=C\C1=CC=C(C=C1)CN1CCCC1)=O ((E)-N-(4′-methoxybiphenyl-4-yl)-3-(4-pyrrolidin-1-ylmethylphenyl)acrylamide). Reagents/catalysts: [Ni] (Raney nickel). Solvent: CO (methanol). Reaction conditions: time 4 hour. The product is COC1=CC=C(C=C1)C1=CC=C(C=C1)NC(CCC1=CC=C(C=C1)CN1CCCC1)=O (N-(4′-methoxybiphenyl-4-yl)-3-(4-pyrrolidin-1-ylmethylphenyl)propionamide). Reaction SMILES: [CH3:1][O:2][C:3]1[CH:8]=[CH:7][C:6]([C:9]2[CH:14]=[CH:13][C:12]([NH:15][C:16](=[O:31])/[CH:17]=[CH:18]/[C:19]3[CH:24]=[CH:23][C:22]([CH2:25][N:26]4[CH2:30][CH2:29][CH2:28][CH2:27]4)=[CH:21][CH:20]=3)=[CH:11][CH:10]=2)=[CH:5][CH:4]=1>[Ni].CO>[CH3:1][O:2][C:3]1[CH:8]=[CH:7][C:6]([C:9]2[CH:10]=[CH:11][C:12]([NH:15][C:16](=[O:31])[CH2:17][CH2:18][C:19]3[CH:24]=[CH:23][C:22]([CH2:25][N:26]4[CH2:30][CH2:29][CH2:28][CH2:27]4)=[CH:21][CH:20]=3)=[CH:13][CH:14]=2)=[CH:5][CH:4]=1. Reported procedure: A reaction mixture of 60 mg (0.14 mmol) of (E)-N-(4′-methoxybiphenyl-4-yl)-3-(4-pyrrolidin-1-ylmethylphenyl)acrylamide and 10 mg of Raney nickel in 30 mL of methanol is hydrogenated for 4 hours. The catalyst is filtered off and the filtrate is evaporated to dryness. Yield: 56 mg (93.2% of theory); melting point: 185° C.-188° C.; C27H30N2O2 (M=414.55); calc.: molecular ion peak (M+H)+: 415; found: molecular ion peak (M+H)+: 415; Rf value: 0.29 (silica gel, dichloromethane/methanol/ammonia (90:10:... The reactants are NCC1=CC2=C(CCCC(C2)N(C[C@@H](COC2=CC=CC=C2)O)CC2=CC=CC=C2)C=C1 ((2S)-1-[N-(3-aminomethyl-6,7,8,9-tetrahydro-5H-benzocyclohepten-6-yl)benzylamino]-3-phenoxy-2-propanol), C(C)(C)(C)OC(C=C)=O (tert-butylacrylate). The solvent is CO (methanol). Conditions: time 18 hour. Product: C(C)(C)(C)OC(CCNCC=1C=CC2=C(CC(CCC2)N(CC2=CC=CC=C2)C[C@@H](COC2=CC=CC=C2)O)C1)=O (3-[8-[N-benzyl-(2S)-(2-hydroxy-3-phenoxypropyl)amino]-6,7,8,9-tetrahydro-5H-benzocyclohepten-2-ylmethylamino]-propionic acid tert-butyl ester). As a reaction SMILES: [NH2:1][CH2:2][C:3]1[CH:32]=[CH:31][C:6]2[CH2:7][CH2:8][CH2:9][CH:10]([N:12]([CH2:24][C:25]3[CH:30]=[CH:29][CH:28]=[CH:27][CH:26]=3)[CH2:13][C@H:14]([OH:23])[CH2:15][O:16][C:17]3[CH:22]=[CH:21][CH:20]=[CH:19][CH:18]=3)[CH2:11][C:5]=2[CH:4]=1.[C:33]([O:37][C:38](=[O:41])[CH:39]=[CH2:40])([CH3:36])([CH3:35])[CH3:34]>CO>[C:33]([O:37][C:38](=[O:41])[CH2:39][CH2:40][NH:1][CH2:2][C:3]1[CH:32]=[CH:31][C:6]2[CH2:7][CH2:8][CH2:9][CH:10]([N:12]([CH2:13][C@H:14]([OH:23])[CH2:15][O:16][C:17]3[CH:18]=[CH:19][CH:20]=[CH:21][CH:22]=3)[CH2:24][C:25]3[CH:26]=[CH:27][CH:28]=[CH:29][CH:30]=3)[CH2:11][C:5]=2[CH:4]=1)([CH3:36])([CH3:35])[CH3:34]. Reported procedure: To a solution of (2S)-1-[N-(3-aminomethyl-6,7,8,9-tetrahydro-5H-benzocyclohepten-6-yl)benzylamino]-3-phenoxy-2-propanol (100 mg) in methanol (2 ml) was added tert-butylacrylate (0.033 ml) at room temperature, and the mixture was stirred at the same temperature for 18 hours. The resulting mixture was evaporated in vacuo. The residue was chromatographed (hexane-ethyl acetate) over silica gel to afford 3-[8-[N-benzyl-(2S)-(2-hydroxy-3-phenoxypropyl)amino]-6,7,8,9-tetrahydro-5H-benzocyclohepten-2-yl... The reactants are [Li]C(C)(C)C, COC(=O)C(=O)OC, C1CCOC1, COc1cc(Br)c2c(ccn2C)c1. The product is COC(=O)C(=O)c1cc(OC)cc2ccn(C)c12. RXN SMILES: [C:14]([Li:15])([CH3:16])([CH3:17])[CH3:18].[C:19]([C:20](=[O:21])[O:22][CH3:23])(=[O:24])[O:25][CH3:26].[CH2:27]1[O:28][CH2:29][CH2:30][CH2:31]1.[CH3:1][n:2]1[cH:3][cH:4][c:5]2[cH:6][c:7]([O:12][CH3:13])[cH:8][c:9]([Br:11])[c:10]12>>[CH3:1][n:2]1[cH:3][cH:4][c:5]2[cH:6][c:7]([O:12][CH3:13])[cH:8][c:9]([C:19]([C:20](=[O:21])[O:22][CH3:23])=[O:24])[c:10]12. Reactants: N(=[N+]=[N-])CC(O)C1=C(C=CC(=C1)S(N)(=O)=O)OC ((+)-α-azidomethyl-2-methoxy-5-sulphamoylbenzenemethanol), CS(=O)(=O)O (methanesulphonic acid). The product is CS(=O)(=O)OC(C1=C(C=CC(=C1)S(N)(=O)=O)OC)CN ((+)-α-aminomethyl-2-methoxy-5-sulphamoylbenzenemethanol methanesulphonate). As a reaction SMILES: [N:1]([CH2:4][CH:5]([C:7]1[CH:12]=[C:11]([S:13](=[O:16])(=[O:15])[NH2:14])[CH:10]=[CH:9][C:8]=1[O:17][CH3:18])[OH:6])=[N+]=[N-].[CH3:19][S:20](O)(=[O:22])=[O:21]>>[CH3:19][S:20]([O:6][CH:5]([CH2:4][NH2:1])[C:7]1[CH:12]=[C:11]([S:13](=[O:16])(=[O:15])[NH2:14])[CH:10]=[CH:9][C:8]=1[O:17][CH3:18])(=[O:22])=[O:21]. Reported procedure: Starting from (+)-α-azidomethyl-2-methoxy-5-sulphamoylbenzenemethanol, hydrogenated under the conditions described in step 6 of Example 2 and then treated with 1 equivalent of methanesulphonic acid, (+)-α-aminomethyl-2-methoxy-5-sulphamoylbenzenemethanol methanesulphonate was obtained. Starting materials: S(=O)(=O)(O)O.C(C)(C)NC(=N)N.C(C)(C)NC(=N)N (bis (isopropylguanidine) sulphate), Cl (hydrochloric acid), [OH-].[Na+] (sodium hydroxide), C(C)OC(CC(OCC)OCC)OCC (1,1,3,3-tetraethoxy propane). The solvent is O (water). Run at time 2 hour. The product is C(C)(C)NC1=NC=CC=N1 (2-isopropylamino pyrimidine). Isolated yield 182.2%. As a reaction SMILES: S(O)(O)(=O)=O.[CH:6]([NH:9][C:10]([NH2:12])=[NH:11])([CH3:8])[CH3:7].[CH:13](NC(N)=N)([CH3:15])[CH3:14].Cl.C(OC(OCC)CC(OCC)OCC)C.[OH-].[Na+]>O>[CH:6]([NH:9][C:10]1[N:12]=[CH:15][CH:13]=[CH:14][N:11]=1)([CH3:8])[CH3:7] |f:0.1.2,5.6|. Procedure: Into the same reactor as used in the previous step were poured 30 g (0.1 mol) of bis (isopropylguanidine) sulphate, 120 ml of water, 75 ml of pure hydrochloric acid solution (s.g. 1.18) and slowly (over 11/2 hours), at room temperature, 44 g (0.2 mol) of 1,1,3,3-tetraethoxy propane. The mixture was then heated to 50°-55° C. under stirring for two hours, then cooled and neutralized by an excess of pure sodium hydroxide solution. The mixture was extracted using 300 ml of diethyl ether. The extract... Product: CCOC(=O)CCc1cc(Br)c(O)c(OC)c1. Reaction SMILES: [Br:1][c:2]1[cH:3][c:4]([CH2:18][CH2:19][C:20](=[O:21])[O:22][CH2:23][CH3:24])[cH:5][c:6]([O:16][CH3:17])[c:7]1[O:8][Si:9]([C:10]([CH3:11])([CH3:12])[CH3:13])([CH3:14])[CH3:15].[CH2:48]1[O:49][CH2:50][CH2:51][CH2:52]1.[CH3:26][CH2:27][CH2:28][CH2:29][N+:30]([CH2:31][CH2:32][CH2:33][CH3:34])([CH2:35][CH2:36][CH2:37][CH3:38])[CH2:39][CH2:40][CH2:41][CH3:42].[F-:25].[Na+:43].[OH:44][C:45](=[O:46])[O-:47]>>[Br:1][c:2]1[cH:3][c:4]([CH2:18][CH2:19][C:20](=[O:21])[O:22][CH2:23][CH3:24])[cH:5][c:6]([O:16][CH3:17])[c:7]1[OH:8]. Reactants: CCOC(=O)CCc1cc(Br)c(O[Si](C)(C)C(C)(C)C)c(OC)c1, C1CCOC1, CCCC[N+](CCCC)(CCCC)CCCC, [F-], [Na+], O=C([O-])O.